Dataset: the Open Reaction Database (ORD), a public repository of structured organic reaction records. Task: describe an organic reaction: reactants, conditions, products, and yield Starting materials: CC(C)Br, CN(C)C=O, [H-], Ic1cn[nH]c1, [Na+], O. Product: CC(C)n1cc(I)cn1. As a reaction SMILES: [Br:9][CH:10]([CH3:11])[CH3:12].[CH3:14][N:15]([CH3:16])[CH:17]=[O:18].[H-:1].[I:3][c:4]1[cH:5][n:6][nH:7][cH:8]1.[Na+:2].[OH2:13]>>[I:3][c:4]1[cH:5][n:6][n:7]([CH:10]([CH3:11])[CH3:12])[cH:8]1. The reactants are C(C)(=O)OC[C@@H](C)N1C(C2=CC=C(C(=C2C=C1)C(NCC1=CC(=C(C=C1)C(F)(F)F)F)=O)Cl)=O ((R)-2-(6-chloro-5-(3-fluoro-4-(trifluoromethyl)benzylcarbamoyl)-1-oxoisoquinolin-2(1H)-yl)propyl acetate), C([O-])([O-])=O.[K+].[K+] (potassium carbonate), CO (methanol). Run at time 1 hour. The product is ClC1=C(C=2C=CN(C(C2C=C1)=O)[C@@H](CO)C)C(=O)NCC1=CC(=C(C=C1)C(F)(F)F)F ((R)-6-Chloro-N-(3-fluoro-4-(trifluoromethyl)benzyl)-2-(1-hydroxypropan-2-yl)-1-oxo-1,2-dihydroisoquinoline-5-carboxamide). As a reaction SMILES: C([O:4][CH2:5][C@H:6]([N:8]1[CH:17]=[CH:16][C:15]2[C:10](=[CH:11][CH:12]=[C:13]([Cl:33])[C:14]=2[C:18](=[O:32])[NH:19][CH2:20][C:21]2[CH:26]=[CH:25][C:24]([C:27]([F:30])([F:29])[F:28])=[C:23]([F:31])[CH:22]=2)[C:9]1=[O:34])[CH3:7])(=O)C.C(=O)([O-])[O-].[K+].[K+].CO>>[Cl:33][C:13]1[CH:12]=[CH:11][C:10]2[C:9](=[O:34])[N:8]([C@H:6]([CH3:7])[CH2:5][OH:4])[CH:17]=[CH:16][C:15]=2[C:14]=1[C:18]([NH:19][CH2:20][C:21]1[CH:26]=[CH:25][C:24]([C:27]([F:28])([F:29])[F:30])=[C:23]([F:31])[CH:22]=1)=[O:32] |f:1.2.3|. Reported procedure: A round bottom flask was charged with (R)-2-(6-chloro-5-(3-fluoro-4-(trifluoromethyl)benzylcarbamoyl)-1-oxoisoquinolin-2(1H)-yl)propyl acetate (120 mg, 0.00022 mol), potassium carbonate (100 mg, 0.0007 mol) and methanol (7 mL, 0.2 mol). The reaction was stirred at room temperature for 1 hour. The solvent was removed under reduced pressure and the residue was purified by reverse phase preparative HPLC to afford the desired product as a white solid. Reactants: C(C)(C)(C)OC(=O)N1C=2C(N=C(NC2NCC1C(C(C)O)O)N=CN(C)C)=O (6-(1,2-Dihydroxy-propyl)-2-(dimethylamino-methyleneamino)-4-oxo-4,6,7,8-tetrahydro-1H-pteridine-5-carboxylic acid tert-butyl ester), C(=O)(OC(C)(C)C)N1[C@H](C(=O)O)CCC1 (N-Boc-L-Proline). The product is C(C)(C)(C)OC(=O)N1C(CCC1)C(=O)OC(C(O)C1N(C=2C(NC(=NC2NC1)N=CN(C)C)=O)C(=O)OC(C)(C)C)C (Pyrrolidine-1,2-dicarboxylic acid 2-{2-[5-tert-butoxycarbonyl-2-(dimethylamino-methyleneamino)-4-oxo-3,4,5,6,7,8-hexahydro-pteridin-6-yl]-2-hydroxy-1-methyl-ethyl}ester 1-tert-butyl ester). Procedure: The product of Example 5, step b) was treated by the same method as that described in Example 5, step c) except N-Boc-L-Proline (13.6 g, 63.1 mmol) was used to give the sub-title compound as a tan solid (5.2 g, 69%). MS: ESI (positive): 594 (M+H). As a reaction SMILES: [C:1]([O:5][C:6]([N:8]1[CH:17]([CH:18]([OH:22])[CH:19]([OH:21])[CH3:20])[CH2:16][NH:15][C:14]2[NH:13][C:12]([N:23]=[CH:24][N:25]([CH3:27])[CH3:26])=[N:11][C:10](=[O:28])[C:9]1=2)=[O:7])([CH3:4])([CH3:3])[CH3:2].[C:29]([N:36]1[CH2:43][CH2:42][CH2:41][C@H:37]1[C:38](O)=[O:39])([O:31][C:32]([CH3:35])([CH3:34])[CH3:33])=[O:30]>>[C:32]([O:31][C:29]([N:36]1[CH2:43][CH2:42][CH2:41][CH:37]1[C:38]([O:21][CH:19]([CH3:20])[CH:18]([CH:17]1[CH2:16][NH:15][C:14]2[N:13]=[C:12]([N:23]=[CH:24][N:25]([CH3:26])[CH3:27])[NH:11][C:10](=[O:28])[C:9]=2[N:8]1[C:6]([O:5][C:1]([CH3:4])([CH3:3])[CH3:2])=[O:7])[OH:22])=[O:39])=[O:30])([CH3:35])([CH3:34])[CH3:33]. Isolated yield 69.0%. The reactants are CC(=O)Nc1nc(C)c(-c2ccc(S(=O)(=O)Cl)s2)s1, CO, CCN(C(C)C)C(C)C, ClCCl, N. Yields the product CC(=O)Nc1nc(C)c(-c2ccc(S(N)(=O)=O)s2)s1. Reaction SMILES: [C:1]([CH3:2])(=[O:3])[NH:4][c:5]1[s:6][c:7](-[c:11]2[cH:12][cH:13][c:14]([S:16](=[O:17])(=[O:18])[Cl:19])[s:15]2)[c:8]([CH3:10])[n:9]1.[CH3:21][OH:22].[CH:23]([N:26]([CH2:24][CH3:25])[CH:27]([CH3:28])[CH3:29])([CH3:30])[CH3:31].[Cl:32][CH2:33][Cl:34].[NH3:20]>>[C:1]([CH3:2])(=[O:3])[NH:4][c:5]1[s:6][c:7](-[c:11]2[cH:12][cH:13][c:14]([S:16](=[O:17])(=[O:18])[NH2:26])[s:15]2)[c:8]([CH3:10])[n:9]1. The reactants are C(C)(C)(C)C1=CC=C(C=O)C=C1 (4-tert-butylbenzaldehyde), ClC=1C=C(C=CC1)CCN (2-(3-chloro-phenyl)-ethylamine), [BH4-].[Na+] (sodium borohydride). Reagents/catalysts: Cl (HCl). Run in CO (methanol). Reaction conditions: time 30 minute. Product: C(C)(C)(C)C1=CC=C(CNCCC2=CC(=CC=C2)Cl)C=C1 ((4-tert-butyl-benzyl)-[2-(3-chloro-phenyl)-ethyl]-amine). The yield is 100.0%. RXN SMILES: [C:1]([C:5]1[CH:12]=[CH:11][C:8]([CH:9]=O)=[CH:7][CH:6]=1)([CH3:4])([CH3:3])[CH3:2].[Cl:13][C:14]1[CH:15]=[C:16]([CH2:20][CH2:21][NH2:22])[CH:17]=[CH:18][CH:19]=1.[BH4-].[Na+]>CO.Cl>[C:1]([C:5]1[CH:12]=[CH:11][C:8]([CH2:9][NH:22][CH2:21][CH2:20][C:16]2[CH:17]=[CH:18][CH:19]=[C:14]([Cl:13])[CH:15]=2)=[CH:7][CH:6]=1)([CH3:4])([CH3:3])[CH3:2] |f:2.3|. Reported procedure: 0.38 ml of 4-tert-butylbenzaldehyde (2.25 mmol) and 0.215 ml 2-(3-chloro-phenyl)-ethylamine (1.5 mmol) were dissolved in 4.5 ml methanol at rt, and after stirring for 30 min at rt, were refluxed for 2.5 h. After cooling down to rt, 85 mg (2.25 mmol) sodium borohydride were added and after stirring for 5 min at rt, the reaction mixture was then refluxed for 4 h. After cooling down to rt, the reaction mixture was treated with 4 drops 1 N HCl and concentrated in vacuo. The residue was diluted with ... Starting materials: COC1=NC=C(C(=N1)OC)I (2,4-Dimethoxy-5-iodopyrimidine), [OH-].[Na+] (sodium hydroxide). Solvent: CO (methanol). Product: IC=1C(NC(=NC1)OC)=O (5-Iodo-2-methoxy-3H-4-pyrimidinone). Reaction SMILES: [CH3:1][O:2][C:3]1[N:8]=[C:7]([O:9]C)[C:6]([I:11])=[CH:5][N:4]=1.[OH-].[Na+]>CO>[I:11][C:6]1[C:7](=[O:9])[NH:8][C:3]([O:2][CH3:1])=[N:4][CH:5]=1 |f:1.2|. Procedure: 2,4-Dimethoxy-5-iodopyrimidine Z (2.54 g, 9.6 mmol) was added to 26 ml of 5N sodium hydroxide in 50% aqueous methanol and the resulting solution was refluxed overnight. The reaction mixture was evaporated to dryness under reduced pressure, diluted to 25 ml with water and neutralized to ph ˜6 with 1N hydrochloric acid. The precipitate was filtered off, washed with water (2×10 ml), methanol (2×10 ml) and diethyl ether to give 0.55 g of pure product. The filtrate was concentrated under reduced pres... Reactants: CC=1C(=NC=CC1)C(=O)O (3-methylpyridine-2-carboxylic acid), C(C(=O)Cl)(=O)Cl (oxalyl chloride), NC=1C=C(OC=2C=CC(=NC2)N)C=CC1 (5-(3-aminophenoxy)pyridin-2-amine). The reagents and catalysts are CN(C=O)C (N,N-dimethylformamide). The solvent is O1CCCC1 (tetrahydrofuran), CN(C(C)=O)C (N,N-dimethylacetamide), C(O)([O-])=O.[Na+] (sodium hydrogen carbonate). Run at time 3 hour. Product: NC1=CC=C(C=N1)OC=1C=C(C=CC1)NC(=O)C1=NC=CC=C1C (N-{3-[(6-aminopyridin-3-yl)oxy]phenyl}-3-methylpyridine-2-carboxamide). Yield: 63.2%. Reaction SMILES: [CH3:1][C:2]1[C:3]([C:8]([OH:10])=O)=[N:4][CH:5]=[CH:6][CH:7]=1.C(Cl)(=O)C(Cl)=O.[NH2:17][C:18]1[CH:19]=[C:20]([CH:29]=[CH:30][CH:31]=1)[O:21][C:22]1[CH:23]=[CH:24][C:25]([NH2:28])=[N:26][CH:27]=1>O1CCCC1.CN(C)C=O.CN(C)C(=O)C.C(=O)([O-])O.[Na+]>[NH2:28][C:25]1[N:26]=[CH:27][C:22]([O:21][C:20]2[CH:19]=[C:18]([NH:17][C:8]([C:3]3[C:2]([CH3:1])=[CH:7][CH:6]=[CH:5][N:4]=3)=[O:10])[CH:31]=[CH:30][CH:29]=2)=[CH:23][CH:24]=1 |f:6.7|. Procedure: To a solution of 3-methylpyridine-2-carboxylic acid (1.38 g, 10.1 mmol) in tetrahydrofuran (100 mL) were added N,N-dimethylformamide (2 drops) and oxalyl chloride (1.75 mL, 20.2 mmol) at 0° C., and the mixture was stirred at room temperature for 3 hr. The reaction mixture was concentrated under reduced pressure, and the residue was dissolved in N,N-dimethylacetamide (50 mL). A solution of 5-(3-aminophenoxy)pyridin-2-amine (1.83 g, 9.09 mmol) in N,N-dimethylacetamide (5 mL) was added with stirrin... Reactants: CC1=C(O)C(=C(C(=C1C)O)C)C(CCCCCO)=O (2,3,5-trimethyl-6-(6'-hydroxy-1'-oxohexyl)-hydroquinone), ferric chloride. Run in C(C)OCC (diethyl ether). Product: CC=1C(C(=C(C(C1C)=O)C)C(CCCCCO)=O)=O (2,3,5-trimethyl-6-(6'-hydroxy-1'-oxohexyl)-1,4-benzoquinone). RXN SMILES: [CH3:1][C:2]1[C:8]([CH3:9])=[C:7]([OH:10])[C:6]([CH3:11])=[C:5]([C:12](=[O:19])[CH2:13][CH2:14][CH2:15][CH2:16][CH2:17][OH:18])[C:3]=1[OH:4]>C(OCC)C>[CH3:1][C:2]1[C:3](=[O:4])[C:5]([C:12](=[O:19])[CH2:13][CH2:14][CH2:15][CH2:16][CH2:17][OH:18])=[C:6]([CH3:11])[C:7](=[O:10])[C:8]=1[CH3:9]. Procedure: A solution of 2,3,5-trimethyl-6-(6'-hydroxy-1'-oxohexyl)-hydroquinone (formula III-1 wherein R=H3C, X=Y=OH, n=4, in the free form) (0.1 part) in diethyl ether (10 volume parts) was stirred with 3% aqueous ferric chloride solution at room temperature for 2 hours. The organic layer was separated and the aqueous layer was extracted with ethyl acetate. The combined organic layer and diethyl ether extract were washed with water, dried over anhydrous sodium sulfate, and evaporated in vacuo to dryness.... Starting materials: C1(=CC=CC=C1)NC(NC1=CC=C(C(=O)O)C=C1)=O (4-(3-phenylureido)benzoic acid), N1(CCNCC1)C(=O)OC(C)(C)C (tert-butyl piperazine-1-carboxylate), N1(N=NC2=C1C=CC=C2)O (1H-benzo[d][1,2,3]triazol-1-ol), Cl.C(C)N=C=NCCCN(C)C (1-ethyl-3-(3-dimethylaminopropyl)carbodiimide hydrochloride). The solvent is C(C)#N (acetonitrile). The product is C1(=CC=CC=C1)NC(NC1=CC=C(C(=O)N2CCN(CC2)C(=O)OC(C)(C)C)C=C1)=O (tert-Butyl 4-(4-(3-phenylureido)benzoyl)piperazine-1-carboxylate). Isolated yield 67.1%. As a reaction SMILES: [C:1]1([NH:7][C:8](=[O:19])[NH:9][C:10]2[CH:18]=[CH:17][C:13]([C:14]([OH:16])=O)=[CH:12][CH:11]=2)[CH:6]=[CH:5][CH:4]=[CH:3][CH:2]=1.[N:20]1([C:26]([O:28][C:29]([CH3:32])([CH3:31])[CH3:30])=[O:27])[CH2:25][CH2:24][NH:23][CH2:22][CH2:21]1.N1(O)C2C=CC=CC=2N=N1.Cl.C(N=C=NCCCN(C)C)C>C(#N)C>[C:1]1([NH:7][C:8](=[O:19])[NH:9][C:10]2[CH:11]=[CH:12][C:13]([C:14]([N:23]3[CH2:22][CH2:21][N:20]([C:26]([O:28][C:29]([CH3:32])([CH3:31])[CH3:30])=[O:27])[CH2:25][CH2:24]3)=[O:16])=[CH:17][CH:18]=2)[CH:2]=[CH:3][CH:4]=[CH:5][CH:6]=1 |f:3.4|. Reported procedure: To a solution of 4-(3-phenylureido)benzoic acid (13.5 g, 52.68 mmol) in acetonitrile (250 mL) at room temperature was added tert-butyl piperazine-1-carboxylate (11.8 g, 63.22 mmol), 1H-benzo[d][1,2,3]triazol-1-ol (21.1 g, 156.5 mmol, HOBT) and 1-ethyl-3-(3-dimethylaminopropyl)carbodiimide hydrochloride (30 g, 156.5 mmol, EDCl). The mixture was stirred at reflux temperature for 16 hours and was then concentrated under vacuum. The residue was submitted to silica chromatography (0-5% ethyl acetate ... The reactants are NC1=CC=C(C=N1)OC1=CC(=NC=C1)NC(C)=O (N-(4-((6-aminopyridin-3-yl)oxy)pyridin-2-yl)acetamide), TEA, O (water), O1CC(CC1)C(=O)N (tetrahydrofuran-3-carboxamide), C(C(=O)Cl)(=O)Cl (oxalyl chloride). Solvent: C1CCOC1 (THF), ClCCCl (DCE). Run at time 1 hour. The product is C(C)(=O)NC1=NC=CC(=C1)OC=1C=CC(=NC1)NC(=O)NC(=O)C1COCC1 (N-((5-((2-acetamidopyridin-4-yl)oxy)pyridin-2-yl)carbamoyl)tetrahydrofuran-3-carboxamide). Isolated yield 24.2%. As a reaction SMILES: [O:1]1[CH2:5][CH2:4][CH:3]([C:6]([NH2:8])=[O:7])[CH2:2]1.C(Cl)(=O)[C:10](Cl)=[O:11].[NH2:15][C:16]1[N:21]=[CH:20][C:19]([O:22][C:23]2[CH:28]=[CH:27][N:26]=[C:25]([NH:29][C:30](=[O:32])[CH3:31])[CH:24]=2)=[CH:18][CH:17]=1.O>ClCCCl.C1COCC1>[C:30]([NH:29][C:25]1[CH:24]=[C:23]([O:22][C:19]2[CH:18]=[CH:17][C:16]([NH:15][C:10]([NH:8][C:6]([CH:3]3[CH2:4][CH2:5][O:1][CH2:2]3)=[O:7])=[O:11])=[N:21][CH:20]=2)[CH:28]=[CH:27][N:26]=1)(=[O:32])[CH3:31]. Reported procedure: A solution of Example B2 (0.104 g, 0.901 mmol) in DCE (3 mL) was treated with oxalyl chloride (0.079 mL, 0.901 mmol), stirred at RT for 1 h, then heated at 75° C. for 1 h. The mixture was cooled to RT, treated with a solution of Example A2 (0.11 g, 0.450 mmol) and TEA (0.188 mL, 1.351 mmol) in THF (4 mL) and stirred at RT for 1 h. The mixture was treated with water, extracted with 10% MeOH/DCM (1×), then DCM (1×) and the combined organics were washed with brine, dried over Na2SO4, concentrated t...